describe an organic reaction: reactants, conditions, products, and yield From a dataset of the Open Reaction Database (ORD), a public repository of structured organic reaction records. Starting materials: ClC1=CC=CC2=C1C(N1[C@H](C=3N2C=NC3C(=O)N3C=NC=C3)CCC1)=O ((S)-1-[(8-chloro-11,12,13,13a-tetrahydro-9-oxo-9H-imidazo[1,5-a]pyrrolo[2,1-c][1,4]benzodiazepin-1-yl)carbonyl]imidazole), C([O-])([O-])=O.[K+].[K+] (potassium carbonate), COC1=CC=C(O)C=C1 (hydroquinone monomethyl ether), CN(C=O)C (dimethylformamide). Solvent: O (water). Run at time 16 hour. The product is ClC1=CC=CC2=C1C(N1[C@H](C=3N2C=NC3C(=O)OC3=CC=C(C=C3)OC)CCC1)=O (p-methoxyphenyl (S)-8-chloro-11,12,13,13a-tetrahydro-9-oxo-9H-imidazo[1,5-a]pyrrolo[2,1-c][1,4]benzodiazepine-1-carboxylate). As a reaction SMILES: [Cl:1][C:2]1[C:7]2[C:8](=[O:26])[N:9]3[CH2:25][CH2:24][CH2:23][C@H:10]3[C:11]3[N:12]([CH:13]=[N:14][C:15]=3[C:16](N3C=CN=C3)=[O:17])[C:6]=2[CH:5]=[CH:4][CH:3]=1.C(=O)([O-])[O-].[K+].[K+].[CH3:33][O:34][C:35]1[CH:41]=[CH:40][C:38]([OH:39])=[CH:37][CH:36]=1.CN(C)C=O>O>[Cl:1][C:2]1[C:7]2[C:8](=[O:26])[N:9]3[CH2:25][CH2:24][CH2:23][C@H:10]3[C:11]3[N:12]([CH:13]=[N:14][C:15]=3[C:16]([O:39][C:38]3[CH:40]=[CH:41][C:35]([O:34][CH3:33])=[CH:36][CH:37]=3)=[O:17])[C:6]=2[CH:5]=[CH:4][CH:3]=1 |f:1.2.3|. Reported procedure: A mixture of 3.0 g (8.2 mmol) of (S)-1-[(8-chloro-11,12,13,13a-tetrahydro-9-oxo-9H-imidazo[1,5-a]pyrrolo[2,1-c][1,4]benzodiazepin-1-yl)carbonyl]imidazole, 1.59 g (11.5 mmol) of powdered potassium carbonate, 1.43 g (11.5 mmol) of hydroquinone monomethyl ether and 20 ml of dry dimethylformamide is stirred at room temperature for 16 hours, then poured into 60 ml of water and extracted three times with methylene chloride. The organic extracts are washed twice with saturated sodium chloride solution,... Starting materials: OC1=NC(=CC=C1)C(F)(F)F (2-hydroxy-6-trifluoromethylpyridine), [OH-].[Na+] (sodium hydroxide), O (water), ClCC1=C(C=CC=C1)CC(=O)OC (Methyl 2-chloromethylphenylacetate). The reagents and catalysts are C1COCCOCCOCCOCCO1 (15-crown-5), [I-].[Na+] (sodium iodide). The solvent is C1(=CC=CC=C1)C (toluene), CN(C)C=O (DMF). Product: FC(C1=CC=CC(=N1)OCC1=C(C=CC=C1)CC(=O)OC)(F)F (methyl 2-(6-tri-fluoromethylpyrid-2-yloxymethyl)phenylacetate). Isolated yield 82.5%. As a reaction SMILES: [OH:1][C:2]1[CH:7]=[CH:6][CH:5]=[C:4]([C:8]([F:11])([F:10])[F:9])[N:3]=1.[OH-].[Na+].Cl[CH2:15][C:16]1[CH:21]=[CH:20][CH:19]=[CH:18][C:17]=1[CH2:22][C:23]([O:25][CH3:26])=[O:24].O>C1OCCOCCOCCOCCOC1.C1(C)C=CC=CC=1.CN(C=O)C.[I-].[Na+]>[F:10][C:8]([F:9])([F:11])[C:4]1[N:3]=[C:2]([O:1][CH2:15][C:16]2[CH:21]=[CH:20][CH:19]=[CH:18][C:17]=2[CH2:22][C:23]([O:25][CH3:26])=[O:24])[CH:7]=[CH:6][CH:5]=1 |f:1.2,8.9|. Procedure details: A mixture of 2-hydroxy-6-trifluoromethylpyridine (2.0 g, 12.3 mmol), sodium hydroxide (0.52 g, 12.9 mmol) and 15-crown-5 (1 drop) in dry toluene (25 ml) were stirred at reflux for 2 hours. The toluene was removed under reduced pressure and the white salt residue was dissolved in dry DMF (15 ml). Methyl 2-chloromethylphenylacetate (2.44 g, 12.3 mmol) in dry DMF (15 ml) was added dropwise along with sodium iodide (10 mg). The mixture was stirred at 75° C. for 2 hours, poured into water and extract... The reactants are ClCCl, COc1cccc(C(=O)C2CC2)c1, c1c[nH]cn1. Yields the product COc1cccc(C2=CCCn3ccnc32)c1. RXN SMILES: [CH2:19]([Cl:20])[Cl:21].[CH3:1][O:2][c:3]1[cH:4][c:5]([C:9](=[O:10])[CH:11]2[CH2:12][CH2:13]2)[cH:6][cH:7][cH:8]1.[nH:14]1[cH:15][n:16][cH:17][cH:18]1>>[CH3:1][O:2][c:3]1[cH:4][c:5]([C:9]2=[CH:11][CH2:13][CH2:12][n:14]3[c:15]2[n:16][cH:17][cH:18]3)[cH:6][cH:7][cH:8]1.